From a dataset of the Open Reaction Database (ORD), a public repository of structured organic reaction records. describe an organic reaction: reactants, conditions, products, and yield The reactants are C(C)(=O)NCC1=NC=CC=C1CCC1=CC=CC=C1 (2-acetamidomethyl-3-(2-phenylethyl)pyridine), P(=O)(Cl)(Cl)Cl (phosphorous oxychloride). The product is O.Cl.CC1=NC=C2N1C=CC=C2CCC2=CC=CC=C2.CC2=NC=C1N2C=CC=C1CCC1=CC=CC=C1.Cl (3-methyl-8-(2-phenylethyl)imidazo[1,5-a]pyridine hydrochloride hemihydrate). Reaction SMILES: [C:1]([NH:4][CH2:5][C:6]1[C:11]([CH2:12][CH2:13][C:14]2[CH:19]=[CH:18][CH:17]=[CH:16][CH:15]=2)=[CH:10][CH:9]=[CH:8][N:7]=1)(=[O:3])[CH3:2].P(Cl)(Cl)([Cl:22])=O>>[OH2:3].[ClH:22].[CH3:2][C:1]1[N:7]2[CH:8]=[CH:9][CH:10]=[C:11]([CH2:12][CH2:13][C:14]3[CH:19]=[CH:18][CH:17]=[CH:16][CH:15]=3)[C:6]2=[CH:5][N:4]=1.[CH3:2][C:1]1[N:7]2[CH:8]=[CH:9][CH:10]=[C:11]([CH2:12][CH2:13][C:14]3[CH:19]=[CH:18][CH:17]=[CH:16][CH:15]=3)[C:6]2=[CH:5][N:4]=1.[ClH:22] |f:2.3.4.5.6|. Procedure details: Heat a solution of 3.1 gm of the product of Example 8 and 40 ml phosphorous oxychloride at 100° for 20 minutes. Cool to room temperature and remove the phosphorous oxychloride under reduced pressure. Partition the residue between chloroform and an aqueous solution of sodium bicarbonate. Separate the chloroform layer, wash it with brine and dry over potassium carbonate. Filter the dry solution and remove the chloroform under reduced pressure. Dissolve the residue in absolute ethanol and add an et... The reactants are C(C)OC(=O)C=1N=C2C(=NC1OCC)N(N=C2)CC (6-ethoxy-1-ethyl- 1H-pyrazolo[3,4-b]pyrazine-5-carboxylic acid ethyl ester), C(CCC)N (butylamine). Product: C(CCC)NC(=O)C=1N=C2C(=NC1OCC)N(N=C2)CC (N-Butyl-6-ethoxy-1-ethyl-1H-pyrazolo[3,4-b]pyrazine-5-carboxamide). RXN SMILES: C(O[C:4]([C:6]1[N:7]=[C:8]2[CH:17]=[N:16][N:15]([CH2:18][CH3:19])[C:9]2=[N:10][C:11]=1[O:12][CH2:13][CH3:14])=[O:5])C.[CH2:20]([NH2:24])[CH2:21][CH2:22][CH3:23]>>[CH2:20]([NH:24][C:4]([C:6]1[N:7]=[C:8]2[CH:17]=[N:16][N:15]([CH2:18][CH3:19])[C:9]2=[N:10][C:11]=1[O:12][CH2:13][CH3:14])=[O:5])[CH2:21][CH2:22][CH3:23]. Reported procedure: 18 g. of 6-ethoxy-1-ethyl- 1H-pyrazolo[3,4-b]pyrazine-5-carboxylic acid ethyl ester (0.068 mol.), prepared according to Example 1c, are heated with 180 ml. of butylamine in an autoclave at 70° for 5 hours. After vacuum removal of excess butylamine, the residual N-butyl- 6-ethoxy-1-ethyl-1H-pyrazolo-[3,4-b]pyrazine-5-carboxamide is recrystallized from acetonitrile, m.p. 115°-117°. The mother liquor contains N-butyl-6-butyl-amino-1-ethyl-1H-pyrazolo[3,4-b]pyrazine-5-carboxamide (m.p. 128°-129°) wh...